This data is from the Open Reaction Database (ORD), a public repository of structured organic reaction records. The task is: describe an organic reaction: reactants, conditions, products, and yield Starting materials: Br.Br.C1(=CC=C(C=C1)S(=O)(=O)N1CCNCCNCC1)C (p-toluenesulfonyl-1,4,7-triazacyclononane dihydrobromide), [H-].[Na+] (sodium hydride), C(C1=CC=CC=C1)(C1=CC=CC=C1)(C1=CC=CC=C1)Cl (trityl chloride). Product: C1(=CC=C(C=C1)S(=O)(=O)N1CCN(CCNCC1)C(C1=CC=CC=C1)(C1=CC=CC=C1)C1=CC=CC=C1)C (N-(p-Toluenesulfonyl)-N′-trityl-1,4,7-triazacyclononane). RXN SMILES: Br.Br.[C:3]1([CH3:21])[CH:8]=[CH:7][C:6]([S:9]([N:12]2[CH2:20][CH2:19][NH:18][CH2:17][CH2:16][NH:15][CH2:14][CH2:13]2)(=[O:11])=[O:10])=[CH:5][CH:4]=1.[H-].[Na+].[C:24](Cl)([C:37]1[CH:42]=[CH:41][CH:40]=[CH:39][CH:38]=1)([C:31]1[CH:36]=[CH:35][CH:34]=[CH:33][CH:32]=1)[C:25]1[CH:30]=[CH:29][CH:28]=[CH:27][CH:26]=1>>[C:3]1([CH3:21])[CH:4]=[CH:5][C:6]([S:9]([N:12]2[CH2:13][CH2:14][NH:15][CH2:16][CH2:17][N:18]([C:24]([C:25]3[CH:30]=[CH:29][CH:28]=[CH:27][CH:26]=3)([C:37]3[CH:38]=[CH:39][CH:40]=[CH:41][CH:42]=3)[C:31]3[CH:32]=[CH:33][CH:34]=[CH:35][CH:36]=3)[CH2:19][CH2:20]2)(=[O:10])=[O:11])=[CH:7][CH:8]=1 |f:0.1.2,3.4|. Reported procedure: From N-(p-toluenesulfonyl-1,4,7-triazacyclononane dihydrobromide (1.3.13.30), sodium hydride and trityl chloride. Reactants: CCCCOc1ccc(S(=O)(=O)C2(C(=O)OCC)CCN(Cc3ccc(OCCN4CCCCC4)cc3)CC2)cc1, C1CCOC1, CO, [Na+], [OH-]. Product: CCCCOc1ccc(S(=O)(=O)C2(C(=O)O)CCN(Cc3ccc(OCCN4CCCCC4)cc3)CC2)cc1. As a reaction SMILES: [CH2:1]([CH3:2])[O:3][C:4](=[O:5])[C:6]1([S:28](=[O:29])(=[O:30])[c:31]2[cH:32][cH:33][c:34]([O:37][CH2:38][CH2:39][CH2:40][CH3:41])[cH:35][cH:36]2)[CH2:7][CH2:8][N:9]([CH2:12][c:13]2[cH:14][cH:15][c:16]([O:19][CH2:20][CH2:21][N:22]3[CH2:23][CH2:24][CH2:25][CH2:26][CH2:27]3)[cH:17][cH:18]2)[CH2:10][CH2:11]1.[CH2:42]1[O:43][CH2:44][CH2:45][CH2:46]1.[CH3:47][OH:48].[Na+:50].[OH-:49]>>[O:3]=[C:4]([OH:5])[C:6]1([S:28](=[O:29])(=[O:30])[c:31]2[cH:32][cH:33][c:34]([O:37][CH2:38][CH2:39][CH2:40][CH3:41])[cH:35][cH:36]2)[CH2:7][CH2:8][N:9]([CH2:12][c:13]2[cH:14][cH:15][c:16]([O:19][CH2:20][CH2:21][N:22]3[CH2:23][CH2:24][CH2:25][CH2:26][CH2:27]3)[cH:17][cH:18]2)[CH2:10][CH2:11]1. Isolated yield 96.3%. Yields the product BrC=1C=C2C=3N(C(C(NC3C1)=O)=O)C(C2)C(NCCC2=CC=CC=C2)=O (8-Bromo-5-(2-phenylethylcarbamoyl)-5,6-dihydro-1H-pyrrolo[1,2,3-de]quinoxaline-2,3-dione). RXN SMILES: [Br:1][C:2]1[CH:3]=[C:4]2[CH2:15][CH:14]([C:16]([OH:18])=O)[N:6]3[C:7](=[O:13])[C:8](=[O:12])[NH:9][C:10]([CH:11]=1)=[C:5]23.[CH:19]1[CH:24]=[CH:23][C:22]([CH2:25][CH2:26][NH2:27])=[CH:21][CH:20]=1>>[Br:1][C:2]1[CH:3]=[C:4]2[CH2:15][CH:14]([C:16](=[O:18])[NH:27][CH2:26][CH2:25][C:22]3[CH:23]=[CH:24][CH:19]=[CH:20][CH:21]=3)[N:6]3[C:7](=[O:13])[C:8](=[O:12])[NH:9][C:10]([CH:11]=1)=[C:5]23. Procedure details: A procedure similar to that described in Example 5 was carried out with 8-bromo-5-carboxy-5,6-dihydro-1H-pyrrolo[1,2,3-de]quinoxaline-2,3-dione (300 mg, 0.96 mmol) and β-phenethylamine (133 μL, 1.061 mmol) to give 383 mg of the title compound (96%): mp 246°~249° C. (dec); 1H NMR (270 MHz, DMSO-d6) δ12.01 (s, 1H), 8.41 (t, 1H, J=5.6 Hz), 7.25 (m, 5H), 7.22 (d, 1H, J=1 Hz), 7.07 (d, 1H, J=1 Hz), 5.07 (dd, 1H, J=10, 5 Hz), 3.65 (dd, 1H, J=17, 10 Hz), 3.30 (dt, 2H, J=5.6, 7 Hz), 3.04 (dd, 1H, J=17, ... The reactants are BrC=1C=C2C=3N(C(C(NC3C1)=O)=O)C(C2)C(=O)O (8-bromo-5-carboxy-5,6-dihydro-1H-pyrrolo[1,2,3-de]quinoxaline-2,3-dione), C1=CC=C(C=C1)CCN (β-phenethylamine).